From a dataset of the Open Reaction Database (ORD), a public repository of structured organic reaction records. describe an organic reaction: reactants, conditions, products, and yield Starting materials: N1=CC=CC2=CC=CC(=C12)SCC1=C(C(=O)O)C=CC=C1 (2-(quinolin-8-ylsulfanylmethyl)benzoic acid), C(C(=O)Cl)(=O)Cl (oxalyl chloride). Reagents/catalysts: CN(C)C=O (DMF). The solvent is C(Cl)Cl (CH2Cl2). The product is N1=CC=CC2=CC=CC(=C12)SCC1=C(C(=O)Cl)C=CC=C1 (2-(Quinolin-8-ylsulfanylmethyl)benzoyl chloride). RXN SMILES: [N:1]1[C:10]2[C:5](=[CH:6][CH:7]=[CH:8][C:9]=2[S:11][CH2:12][C:13]2[CH:21]=[CH:20][CH:19]=[CH:18][C:14]=2[C:15](O)=[O:16])[CH:4]=[CH:3][CH:2]=1.C(Cl)(=O)C([Cl:25])=O>C(Cl)Cl.CN(C=O)C>[N:1]1[C:10]2[C:5](=[CH:6][CH:7]=[CH:8][C:9]=2[S:11][CH2:12][C:13]2[CH:21]=[CH:20][CH:19]=[CH:18][C:14]=2[C:15]([Cl:25])=[O:16])[CH:4]=[CH:3][CH:2]=1. Procedure details: A solution of 1.0 eq. of 2-(quinolin-8-ylsulfanylmethyl)benzoic acid in CH2Cl2 was cooled to 0° C. To this was added 1.1 eq. of oxalyl chloride followed by one drop of DMF. The mixture was warmed to room temperature and stirred for a time sufficient for reaction completion. The mixture was concentrated to give 42 which was used directly. Reactants: BrCC(=O)C1=CC(=C(C(=C1)[N+](=O)[O-])O)OC (2-bromo-4'-hydroxy-3'-methoxy-5'-nitroacetophenone), NC(=S)N (thiourea), C(C)(=O)[O-].[Na+] (sodium acetate). The solvent is C(C)O (ethanol). Conditions: time 6 hour. Product: NC=1SC=C(N1)C1=CC(=C(C(=C1)[N+](=O)[O-])O)OC (4-(2-amino-4-thiazolyl)-2-methoxy-6-nitrophenol). Reaction SMILES: Br[CH2:2][C:3]([C:5]1[CH:10]=[C:9]([N+:11]([O-:13])=[O:12])[C:8]([OH:14])=[C:7]([O:15][CH3:16])[CH:6]=1)=O.[NH2:17][C:18]([NH2:20])=[S:19].C([O-])(=O)C.[Na+]>C(O)C>[NH2:20][C:18]1[S:19][CH:2]=[C:3]([C:5]2[CH:10]=[C:9]([N+:11]([O-:13])=[O:12])[C:8]([OH:14])=[C:7]([O:15][CH3:16])[CH:6]=2)[N:17]=1 |f:2.3|. Procedure details: aaa) A suspension of 2.9 g of 2-bromo-4'-hydroxy-3'-methoxy-5'-nitroacetophenone and 761.2 mg of thiourea in 170 ml of ethanol is treated at 60° with 820.3 mg of sodium acetate and stirred for 6 hours. The reaction mixture is then evaporated, the residue is treated with 170 ml of water and heated to 60° for 30 minutes. After cooling the product is filtered under suction and washed with water. There is obtained 4-(2-amino-4-thiazolyl)-2-methoxy-6-nitrophenol of m.p. 248°-250° (from ethanol). Reactants: ClCCCCCn1ccc2ccccc21, CCC(=O)Nc1ccc(C2CCNCC2)cc1. The product is CCC(=O)Nc1ccc(C2CCN(CCCCCn3ccc4ccccc43)CC2)cc1. RXN SMILES: [Cl:1][CH2:2][CH2:3][CH2:4][CH2:5][CH2:6][n:7]1[cH:8][cH:9][c:10]2[cH:11][cH:12][cH:13][cH:14][c:15]12.[NH:16]1[CH2:17][CH2:18][CH:19]([c:22]2[cH:23][cH:24][c:25]([NH:28][C:29]([CH2:30][CH3:31])=[O:32])[cH:26][cH:27]2)[CH2:20][CH2:21]1>>[CH2:2]([CH2:3][CH2:4][CH2:5][CH2:6][n:7]1[cH:8][cH:9][c:10]2[cH:11][cH:12][cH:13][cH:14][c:15]12)[N:16]1[CH2:17][CH2:18][CH:19]([c:22]2[cH:23][cH:24][c:25]([NH:28][C:29]([CH2:30][CH3:31])=[O:32])[cH:26][cH:27]2)[CH2:20][CH2:21]1. Reactants: CCC1C(=O)N(C)c2cnc(-c3ccncc3CNC(=O)OC(C)(C)C)nc2N1C(C)C, O=C(O)C(F)(F)F. Yields the product CCC1C(=O)N(C)c2cnc(-c3ccncc3CN)nc2N1C(C)C. RXN SMILES: [CH2:1]([CH3:2])[CH:3]1[C:4](=[O:32])[N:5]([CH3:31])[c:6]2[cH:7][n:8][c:9](-[c:16]3[c:17]([CH2:22][NH:23][C:24](=[O:25])[O:26][C:27]([CH3:28])([CH3:29])[CH3:30])[cH:18][n:19][cH:20][cH:21]3)[n:10][c:11]2[N:12]1[CH:13]([CH3:14])[CH3:15].[F:33][C:34]([F:35])([F:36])[C:37]([OH:38])=[O:39]>>[CH2:1]([CH3:2])[CH:3]1[C:4](=[O:32])[N:5]([CH3:31])[c:6]2[cH:7][n:8][c:9](-[c:16]3[c:17]([CH2:22][NH2:23])[cH:18][n:19][cH:20][cH:21]3)[n:10][c:11]2[N:12]1[CH:13]([CH3:14])[CH3:15]. Product: O=C(O)c1ccc2c(c1)OCO2, [Cl-]. RXN SMILES: [C:1]([c:2]1[cH:3][c:4]2[c:8]([cH:9][cH:10]1)[O:7][CH2:6][O:5]2)(=[O:11])[OH:12].[S:13]([Cl:14])([Cl:15])=[O:16]>>[C:1]([c:2]1[cH:3][c:4]2[c:8]([cH:9][cH:10]1)[O:7][CH2:6][O:5]2)(=[O:11])[OH:12].[Cl-:15]. The reactants are O=C(O)c1ccc2c(c1)OCO2, O=S(Cl)Cl. Reactants: C=O, CCNCC, CC1(C)C2CCC(CC=O)C1C2. Product: C=C(C=O)C1CCC2CC1C2(C)C. As a reaction SMILES: [CH2:13]=[O:14].[CH2:15]([NH:16][CH2:17][CH3:18])[CH3:19].[CH3:1][C:2]1([CH3:12])[CH:3]2[CH2:4][CH2:5][CH:6]([CH2:9][CH:10]=[O:11])[CH:7]1[CH2:8]2>>[CH3:1][C:2]1([CH3:12])[CH:3]2[CH2:4][CH2:5][CH:6]([C:9]([CH:10]=[O:11])=[CH2:15])[CH:7]1[CH2:8]2. Reactants: C(C)(C)(C)OC(=O)N1[C@@H](CC(C1)=NOC)C(=O)O ((2S,4EZ)-1-(tert-butoxycarbonyl)-4-(methoxyimino)-2-pyrrolidinecarboxylic acid), C1(=CC=C(C=C1)S(=O)(=O)Cl)C1=CC=CC=C1 ([1,1′-biphenyl]-4-sulfonyl chloride), NCC(C)O ((2RS)-1-amino-2-propanol). Yields the product C1(=CC=C(C=C1)S(=O)(=O)N1[C@@H](CC(C1)=NOC)C(=O)NCC(C)O)C1=CC=CC=C1 ((2S,4EZ)-1-([1,1′-biphenyl]-4-ylsulfonyl)-N-[(2RS)-2-hydroxypropyl]-4-(methoxyimino)-2-pyrrolidinecarboxamide). As a reaction SMILES: C(OC([N:8]1[CH2:12][C:11](=[N:13][O:14][CH3:15])[CH2:10][C@H:9]1[C:16]([OH:18])=O)=O)(C)(C)C.[C:19]1([C:29]2[CH:34]=[CH:33][CH:32]=[CH:31][CH:30]=2)[CH:24]=[CH:23][C:22]([S:25](Cl)(=[O:27])=[O:26])=[CH:21][CH:20]=1.[NH2:35][CH2:36][CH:37]([OH:39])[CH3:38]>>[C:19]1([C:29]2[CH:34]=[CH:33][CH:32]=[CH:31][CH:30]=2)[CH:24]=[CH:23][C:22]([S:25]([N:8]2[CH2:12][C:11](=[N:13][O:14][CH3:15])[CH2:10][C@H:9]2[C:16]([NH:35][CH2:36][CH:37]([OH:39])[CH3:38])=[O:18])(=[O:27])=[O:26])=[CH:21][CH:20]=1. Procedure details: Following the general method as outlined in Example 22, starting from (2S,4EZ)-1-(tert-butoxycarbonyl)-4-(methoxyimino)-2-pyrrolidinecarboxylic acid, [1,1′-biphenyl]-4-sulfonyl chloride, and (2RS)-1-amino-2-propanol, the title compound was obtained in 75% purity by HPLC. MS(ESI+): m/z=432.